This data is from the Open Reaction Database (ORD), a public repository of structured organic reaction records. The task is: describe an organic reaction: reactants, conditions, products, and yield Reactants: N1C=NC2=C1C=CC=C2N2C(=CC(C(=C2)O)=O)C (1-(1H-Benzimidazol-4-yl)-5-hydroxy-2-methylpyridin-4(1H)-one), ClC1=C(CBr)C(=CC=C1)F (2-chloro-6-fluorobenzyl bromide), ClC1=C(CBr)C(=CC=C1)F (2-chloro-6-fluorobenzyl bromide). Run in CN(C)C=O (DMF). Run at temperature 100 celsius, time 3 hour. The product is ClC1=C(CN2C=NC3=C2C=CC=C3N3C(=CC(C(=C3)O)=O)C)C(=CC=C1)F (1-[1-(2-Chloro-6-fluorobenzyl)-1H-benzimidazol-4-yl]-5-hydroxy-2-methylpyridin-4(1H)-one). As a reaction SMILES: [NH:1]1[C:5]2[CH:6]=[CH:7][CH:8]=[C:9]([N:10]3[CH:15]=[C:14]([OH:16])[C:13](=[O:17])[CH:12]=[C:11]3[CH3:18])[C:4]=2[N:3]=[CH:2]1.[Cl:19][C:20]1[CH:27]=[CH:26][CH:25]=[C:24]([F:28])[C:21]=1[CH2:22]Br>CN(C=O)C>[Cl:19][C:20]1[CH:27]=[CH:26][CH:25]=[C:24]([F:28])[C:21]=1[CH2:22][N:1]1[C:5]2[CH:6]=[CH:7][CH:8]=[C:9]([N:10]3[CH:15]=[C:14]([OH:16])[C:13](=[O:17])[CH:12]=[C:11]3[CH3:18])[C:4]=2[N:3]=[CH:2]1. Reported procedure: 1-(1H-Benzimidazol-4-yl)-5-hydroxy-2-methylpyridin-4(1H)-one (30 mg, 0.124 mmol) and 2-chloro-6-fluorobenzyl bromide (20 μl, 0.146 mmol) were combined in DMF (0.5 ml) then heated to 100° C. After 3 h LC/MS indicated the reaction was incomplete. The mixture was cooled to RT and 10 μL of 2-chloro-6-fluorobenzyl bromide was added. The mixture was heated to 100° C. After 1 hr the mixture was cooled to RT and purified directly by preparative reversed-phase HPLC (20×150 mm Waters Sunfire (0.1% TFA), 5... Reactants: C#CCN1c2ccccc2C(=O)Nc2cccnc21, C1CCNC1, Cl[Cu], C1COCCO1. Product: O=C1Nc2cccnc2N(CC#CCN2CCCC2)c2ccccc21. Reaction SMILES: [CH2:1]([C:2]#[CH:3])[N:4]1[c:5]2[c:6]([cH:16][cH:17][cH:18][n:19]2)[NH:7][C:8](=[O:15])[c:9]2[c:10]1[cH:11][cH:12][cH:13][cH:14]2.[CH2:20]1[CH2:21][CH2:22][NH:23][CH2:24]1.[Cl:31][Cu:32].[O:25]1[CH2:26][CH2:30][O:29][CH2:28][CH2:27]1>>[CH2:1]([C:2]#[C:3][CH2:26][N:23]1[CH2:22][CH2:21][CH2:20][CH2:24]1)[N:4]1[c:5]2[c:6]([cH:16][cH:17][cH:18][n:19]2)[NH:7][C:8](=[O:15])[c:9]2[c:10]1[cH:11][cH:12][cH:13][cH:14]2.